This data is from the Open Reaction Database (ORD), a public repository of structured organic reaction records. The task is: describe an organic reaction: reactants, conditions, products, and yield Reactants: C(C)OC(C1=CC(C(=O)N(CCC)C)=CC(=C1)C(O)C1CC1)=O (5-(cyclopropyl-hydroxymethyl)-N-methyl-N-propyl-isophthalamic acid ethyl ester), CC(=O)OI1(C=2C=CC=CC2C(=O)O1)(OC(=O)C)OC(=O)C (Dess-Martin periodinane). Run at time 2 hour. The product is C(C)OC(C1=CC(C(=O)N(CCC)C)=CC(=C1)C(=O)C1CC1)=O (5-Cyclopropanecarbonyl-N-methyl-N-propyl-isophthalamic acid ethyl ester), crude residue. Reaction SMILES: [CH2:1]([O:3][C:4](=[O:23])[C:5]1[CH:17]=[C:16]([CH:18]([CH:20]2[CH2:22][CH2:21]2)[OH:19])[CH:15]=[C:7]([C:8]([N:10]([CH3:14])[CH2:11][CH2:12][CH3:13])=[O:9])[CH:6]=1)[CH3:2].CC(OI1(OC(C)=O)(OC(C)=O)OC(=O)C2C=CC=CC1=2)=O>>[CH2:1]([O:3][C:4](=[O:23])[C:5]1[CH:17]=[C:16]([C:18]([CH:20]2[CH2:22][CH2:21]2)=[O:19])[CH:15]=[C:7]([C:8]([N:10]([CH3:14])[CH2:11][CH2:12][CH3:13])=[O:9])[CH:6]=1)[CH3:2]. Reported procedure: Mix 5-(cyclopropyl-hydroxymethyl)-N-methyl-N-propyl-isophthalamic acid ethyl ester (122 mg, 0.38 mmol) and Dess-Martin periodinane (245 mg, 0.57) in CDCl3 (5 mL) and stir at room temperature for 2 h. Quench the reaction mixture with premixed sodium thiosulfate (500 mg) in 5% aqueous sodium carbonate solution (5 mL). Separate the organic layer and extract the aqueous layer with dichloromethane (2×5 mL). Combine organic layers and concentrate to give the title compound as a crude residue which is ... Reagents/catalysts: [Cu]I (copper (I) iodide), Cl[Pd]([P](C1=CC=CC=C1)(C2=CC=CC=C2)C3=CC=CC=C3)([P](C4=CC=CC=C4)(C5=CC=CC=C5)C6=CC=CC=C6)Cl (dichlorobis(triphenylphosphine)palladium(II)). Procedure: The title compound is prepared by combining N-{(1S,2R,3S,4R)-4-[2-chloro-6-(2,2-diphenyl-ethylamino)-purin-9-yl]-2,3-dihydroxy-cyclopentyl}-propionamide (intermediate J), 4-prop-2-ynyl-cyclohexanecarboxylic acid methyl ester (prepared as described by Rieger J. M., Brown M. L., Sullivan G. W., Linden J. and Macdonald T. L.′; J. Med. Chem.(2001), 44, 531-539), copper (I) iodide, triphenylphosphine and dichlorobis(triphenylphosphine)palladium(II) in a 2:1 mixture of triethylamine/DMF, and heating b... Reaction conditions: temperature 120 celsius. The solvent is C(C)N(CC)CC.CN(C)C=O (triethylamine DMF). Reaction SMILES: Cl[C:2]1[N:10]=[C:9]2[C:5]([N:6]=[CH:7][N:8]2[C@@H:11]2[CH2:15][C@H:14]([NH:16][C:17](=[O:20])[CH2:18][CH3:19])[C@@H:13]([OH:21])[C@H:12]2[OH:22])=[C:4]([NH:23][CH2:24][CH:25]([C:32]2[CH:37]=[CH:36][CH:35]=[CH:34][CH:33]=2)[C:26]2[CH:31]=[CH:30][CH:29]=[CH:28][CH:27]=2)[N:3]=1.[CH3:38][O:39][C:40]([CH:42]1[CH2:47][CH2:46][CH:45]([CH2:48][C:49]#[CH:50])[CH2:44][CH2:43]1)=[O:41].C1(P(C2C=CC=CC=2)C2C=CC=CC=2)C=CC=CC=1>[Cu]I.Cl[Pd](Cl)([P](C1C=CC=CC=1)(C1C=CC=CC=1)C1C=CC=CC=1)[P](C1C=CC=CC=1)(C1C=CC=CC=1)C1C=CC=CC=1.C(N(CC)CC)C.CN(C=O)C>[CH3:38][O:39][C:40]([CH:42]1[CH2:47][CH2:46][CH:45]([CH2:48][C:49]#[C:50][C:2]2[N:10]=[C:9]3[C:5]([N:6]=[CH:7][N:8]3[C@@H:11]3[CH2:15][C@H:14]([NH:16][C:17](=[O:20])[CH2:18][CH3:19])[C@@H:13]([OH:21])[C@H:12]3[OH:22])=[C:4]([NH:23][CH2:24][CH:25]([C:32]3[CH:37]=[CH:36][CH:35]=[CH:34][CH:33]=3)[C:26]3[CH:31]=[CH:30][CH:29]=[CH:28][CH:27]=3)[N:3]=2)[CH2:44][CH2:43]1)=[O:41] |f:5.6,^1:74,93|. Reactants: C1(=CC=CC=C1)P(C1=CC=CC=C1)C1=CC=CC=C1 (triphenylphosphine), ClC1=NC(=C2N=CN(C2=N1)[C@H]1[C@@H]([C@@H]([C@H](C1)NC(CC)=O)O)O)NCC(C1=CC=CC=C1)C1=CC=CC=C1 (N-{(1S,2R,3S,4R)-4-[2-chloro-6-(2,2-diphenyl-ethylamino)-purin-9-yl]-2,3-dihydroxy-cyclopentyl}-propionamide), ClC1=NC(=C2N=CN(C2=N1)[C@H]1[C@@H]([C@@H]([C@H](C1)NC(CC)=O)O)O)NCC(C1=CC=CC=C1)C1=CC=CC=C1 (N-{(1S,2R,3S,4R)-4-[2-chloro-6-(2,2-diphenyl-ethylamino)-purin-9-yl]-2,3-dihydroxy-cyclopentyl}-propionamide), COC(=O)C1CCC(CC1)CC#C (4-prop-2-ynyl-cyclohexanecarboxylic acid methyl ester). Product: COC(=O)C1CCC(CC1)CC#CC1=NC(=C2N=CN(C2=N1)[C@H]1[C@@H]([C@@H]([C@H](C1)NC(CC)=O)O)O)NCC(C1=CC=CC=C1)C1=CC=CC=C1 (4-{3-[9-((1R,2S,3R,4S)-2,3-Dihydroxy-4-propionylamino-cyclopentyl)-6-(2,2-diphenyl-ethylamino)-9H-purin-2-yl]-prop-2-ynyl}-cyclohexanecarboxylic acid methyl ester). The reactants are O=C([O-])[O-], CC(C)=O, CCCCCI, [K+], [K+], CC(N)(CO)CCc1ccc2cc(O)ccc2c1. Yields the product CCCCCOc1ccc2cc(CCC(C)(N)CO)ccc2c1. Reaction SMILES: [C:19](=[O:20])([O-:21])[O-:22].[CH3:31][C:32](=[O:33])[CH3:34].[I:25][CH2:26][CH2:27][CH2:28][CH2:29][CH3:30].[K+:23].[K+:24].[NH2:1][C:2]([CH2:3][OH:4])([CH2:5][CH2:6][c:7]1[cH:8][c:9]2[cH:10][cH:11][c:12]([OH:17])[cH:13][c:14]2[cH:15][cH:16]1)[CH3:18]>>[NH2:1][C:2]([CH2:3][OH:4])([CH2:5][CH2:6][c:7]1[cH:8][c:9]2[cH:10][cH:11][c:12]([O:17][CH2:26][CH2:27][CH2:28][CH2:29][CH3:30])[cH:13][c:14]2[cH:15][cH:16]1)[CH3:18]. Reactants: C(C1=CC=CC=C1)(=O)C(CC(=O)OCCN1CCN(CC1)C1=CC=CC=C1)=CN(C)C (2-(4-phenylpiperazino)-ethyl 3-benzoyl-4-dimethylamino-3-butenoate), C1(=CC=CC=C1)NN (phenylhydrazine). Yields the product C1(=CC=CC=C1)N1N=CC(=C1C1=CC=CC=C1)CC(=O)OCCN1CCN(CC1)C1=CC=CC=C1 (2-(4-Phenylpiperazino)-ethyl (1,5-diphenyl-pyrazol-4-yl)-acetate). Reaction SMILES: [C:1]([C:9](=[CH:28]N(C)C)[CH2:10][C:11]([O:13][CH2:14][CH2:15][N:16]1[CH2:21][CH2:20][N:19]([C:22]2[CH:27]=[CH:26][CH:25]=[CH:24][CH:23]=2)[CH2:18][CH2:17]1)=[O:12])(=O)[C:2]1[CH:7]=[CH:6][CH:5]=[CH:4][CH:3]=1.[C:32]1([NH:38][NH2:39])[CH:37]=[CH:36][CH:35]=[CH:34][CH:33]=1>>[C:32]1([N:38]2[C:1]([C:2]3[CH:3]=[CH:4][CH:5]=[CH:6][CH:7]=3)=[C:9]([CH2:10][C:11]([O:13][CH2:14][CH2:15][N:16]3[CH2:21][CH2:20][N:19]([C:22]4[CH:27]=[CH:26][CH:25]=[CH:24][CH:23]=4)[CH2:18][CH2:17]3)=[O:12])[CH:28]=[N:39]2)[CH:37]=[CH:36][CH:35]=[CH:34][CH:33]=1. Reported procedure: 2-(4-phenylpiperazino)-ethyl 3-benzoyl-4-dimethylamino-3-butenoate respectively, with phenylhydrazine. Reactants: CC1CCC(C)N1, O=C(c1ccc(-c2ccc(C(F)(F)F)cc2)cc1)N1CCCC1CO. Yields the product CC1CCC(C)N1CC1CCCN1C(=O)c1ccc(-c2ccc(C(F)(F)F)cc2)cc1. Reaction SMILES: [CH3:26][CH:27]1[NH:28][CH:29]([CH3:32])[CH2:30][CH2:31]1.[OH:1][CH2:2][CH:3]1[N:4]([C:8](=[O:9])[c:10]2[cH:11][cH:12][c:13](-[c:16]3[cH:17][cH:18][c:19]([C:22]([F:23])([F:24])[F:25])[cH:20][cH:21]3)[cH:14][cH:15]2)[CH2:5][CH2:6][CH2:7]1>>[CH2:2]([CH:3]1[N:4]([C:8](=[O:9])[c:10]2[cH:11][cH:12][c:13](-[c:16]3[cH:17][cH:18][c:19]([C:22]([F:23])([F:24])[F:25])[cH:20][cH:21]3)[cH:14][cH:15]2)[CH2:5][CH2:6][CH2:7]1)[N:28]1[CH:27]([CH3:26])[CH2:31][CH2:30][CH:29]1[CH3:32]. Starting materials: ON=C(Cl)c1ccccc1, CCOC(C)=O, NN=C1CCCC1, CCCCCC, ClCCl, [K+], [K+], O=C([O-])[O-], O. The product is NN1C(c2ccccc2)=NOC12CCCC2. Reaction SMILES: [C:14]([c:15]1[cH:16][cH:17][cH:18][cH:19][cH:20]1)(=[N:21][OH:22])[Cl:23].[C:30]([O:31][CH2:32][CH3:33])(=[O:34])[CH3:35].[C:7]1(=[N:12][NH2:13])[CH2:8][CH2:9][CH2:10][CH2:11]1.[CH3:24][CH2:25][CH2:26][CH2:27][CH2:28][CH3:29].[Cl:37][CH2:38][Cl:39].[K+:1].[K+:2].[O-:3][C:4]([O-:5])=[O:6].[OH2:36]>>[C:7]12([CH2:8][CH2:9][CH2:10][CH2:11]1)[N:12]([NH2:13])[C:14]([c:15]1[cH:16][cH:17][cH:18][cH:19][cH:20]1)=[N:21][O:22]2. Starting materials: C(C)(=O)C(CCCC1=CC=C(C(=O)O)C=C1)CCCC(CCCCC)O (4-(4-acetyl-8-hydroxytridecyl)benzoic acid), ClCCCC(CCCC(C)C)OC(C)=O (1-chloro-4-acetoxy-8-methylnonane), ClCCCC(CCCCC)OC(C)=O (1-chloro-4-acetoxynonane). The product is C(C)(=O)C(CCCC1=CC=C(C(=O)O)C=C1)CCCC(CCCC(C)C)O (4-(4-Acetyl-8-hydroxy-12-methyltridecyl)benzoic Acid). Reaction SMILES: [C:1]([CH:4]([CH2:17][CH2:18][CH2:19][CH:20]([OH:26])[CH2:21][CH2:22][CH2:23][CH2:24][CH3:25])[CH2:5][CH2:6][CH2:7][C:8]1[CH:16]=[CH:15][C:11]([C:12]([OH:14])=[O:13])=[CH:10][CH:9]=1)(=[O:3])[CH3:2].Cl[CH2:28]CCC(OC(=O)C)CCCC(C)C.ClCCCC(OC(=O)C)CCCCC>>[C:1]([CH:4]([CH2:17][CH2:18][CH2:19][CH:20]([OH:26])[CH2:21][CH2:22][CH2:23][CH:24]([CH3:28])[CH3:25])[CH2:5][CH2:6][CH2:7][C:8]1[CH:9]=[CH:10][C:11]([C:12]([OH:14])=[O:13])=[CH:15][CH:16]=1)(=[O:3])[CH3:2]. Procedure: This compound is prepared by the method described in Example 1 for 4-(4-acetyl-8-hydroxytridecyl)benzoic acid except that in Step D an equivalent quantity of 1-chloro-4-acetoxy-8-methylnonane is substituted for 1-chloro-4-acetoxynonane. The intermediates and final product thus obtained are, Step D: ethyl 4-(4-acetyl-4-tert-butoxycarbonyl-8-acetoxy-12-methyltridecyl)benzoate; Step E: ethyl 4-(4-acetyl-8-acetoxy-12-methyltridecyl)benzoate; and Step F: 4-(4-Acetyl-8-hydroxy-12-methyltridecyl)benzoi... Starting materials: O=C(O)Cc1ccc2c(c1)OCO2, Cc1cccc(N)c1C. Reagents/catalysts: C1CCC(CC1)N=C=NC2CCCCC2 (DCC), C1=CC2=C(C=C1Cl)N(N=N2)O (6-Cl-HOBT). The solvent is CN(C)C=O (DMF), CN(C)C=O (DMF), CN(C)C=O (DMF), CN(C)C=O (DMF), CN(C)C=O (DMF), CN(C)C=O (DMF). Run at temperature 25 celsius, time 2 hour. Yields the product Cc1cccc(NC(=O)Cc2ccc3c(c2)OCO3)c1C. Yield: 76.6%. Reaction SMILES: Cc1cccc(N)c1C.O=C(O)Cc1ccc2c(c1)OCO2.C1CCC(CC1)N=C=NC2CCCCC2.C1=CC2=C(C=C1Cl)N(N=N2)O.CN(C)C=O>>Cc1cccc(NC(=O)Cc2ccc3c(c2)OCO3)c1C. Starting materials: CCOC(=O)C(C)(C)Br, CS(C)=O, [K+], [OH-], O, O=C(c1ccc(O)c(Br)c1)c1cccs1. The product is CCOC(=O)C(C)(C)Oc1ccc(C(=O)c2cccs2)cc1Br. RXN SMILES: [Br:18][C:19]([C:20](=[O:21])[O:22][CH2:23][CH3:24])([CH3:25])[CH3:26].[CH3:28][S:29]([CH3:30])=[O:31].[K+:17].[OH-:16].[OH2:27].[s:1]1[c:2]([C:6](=[O:7])[c:8]2[cH:9][c:10]([Br:15])[c:11]([OH:14])[cH:12][cH:13]2)[cH:3][cH:4][cH:5]1>>[s:1]1[c:2]([C:6](=[O:7])[c:8]2[cH:9][c:10]([Br:15])[c:11]([O:14][C:19]([C:20](=[O:21])[O:22][CH2:23][CH3:24])([CH3:25])[CH3:26])[cH:12][cH:13]2)[cH:3][cH:4][cH:5]1. Starting materials: COc1ccc2c(C(C)C(=O)OCCNC(=O)c3cccnc3)cccc2c1, CI, CC(C)=O. The product is COc1ccc2c(C(C)C(=O)OCCNC(=O)c3ccc[n+](C)c3)cccc2c1, [I-]. Reaction SMILES: [CH3:1][O:2][c:3]1[cH:4][c:5]2[cH:6][cH:7][cH:8][c:9]([CH:13]([C:14](=[O:15])[O:16][CH2:17][CH2:18][NH:19][C:20](=[O:21])[c:22]3[cH:23][n:24][cH:25][cH:26][cH:27]3)[CH3:28])[c:10]2[cH:11][cH:12]1.[CH3:29][I:30].[CH3:31][C:32](=[O:33])[CH3:34]>>[CH3:1][O:2][c:3]1[cH:4][c:5]2[cH:6][cH:7][cH:8][c:9]([CH:13]([C:14](=[O:15])[O:16][CH2:17][CH2:18][NH:19][C:20](=[O:21])[c:22]3[cH:23][n+:24]([CH3:29])[cH:25][cH:26][cH:27]3)[CH3:28])[c:10]2[cH:11][cH:12]1.[I-:30].